Dataset: the Open Reaction Database (ORD), a public repository of structured organic reaction records. Task: describe an organic reaction: reactants, conditions, products, and yield The reactants are C1CCOC1, COC(=O)c1c(C)sc2c1c(=O)n(C)c(=O)n2C(C)C, CO, Cl, [Na+], [OH-]. Product: Cc1sc2c(c1C(=O)O)c(=O)n(C)c(=O)n2C(C)C. RXN SMILES: [CH2:26]1[O:27][CH2:28][CH2:29][CH2:30]1.[CH3:1][n:2]1[c:3](=[O:20])[n:4]([CH:17]([CH3:18])[CH3:19])[c:5]2[c:6]([c:7]1=[O:8])[c:9]([C:13](=[O:14])[O:15][CH3:16])[c:10]([CH3:12])[s:11]2.[CH3:21][OH:22].[ClH:25].[Na+:24].[OH-:23]>>[CH3:1][n:2]1[c:3](=[O:20])[n:4]([CH:17]([CH3:18])[CH3:19])[c:5]2[c:6]([c:7]1=[O:8])[c:9]([C:13](=[O:14])[OH:15])[c:10]([CH3:12])[s:11]2. Reactants: ClC=1C=C(C(=O)OO)C=CC1 (3-chloroperoxybenzoic acid), C(C1=CC=CC=C1)ON1C(=NC=2C=NC=3C=CC=CC3C21)CCC (1-(benzyloxy)-2-propyl-1H-imidazo[4,5-c]quinoline), ClC(C(=O)N=C=O)(Cl)Cl (trichloroacetyl isocyanate). Run in ClCCl (dichloromethane). Run at temperature 0 celsius. The product is C(C1=CC=CC=C1)ON1C(=NC=2C(=NC=3C=CC=CC3C21)N)CCC (1-(benzyloxy)-2-propyl-1H-imidazo[4,5-c]quinolin-4-amine). The yield is 40.7%. As a reaction SMILES: [CH2:1]([O:8][N:9]1[C:21]2[C:20]3[CH:19]=[CH:18][CH:17]=[CH:16][C:15]=3[N:14]=[CH:13][C:12]=2[N:11]=[C:10]1[CH2:22][CH2:23][CH3:24])[C:2]1[CH:7]=[CH:6][CH:5]=[CH:4][CH:3]=1.ClC1C=C(C=CC=1)C(OO)=O.ClC(Cl)(Cl)C([N:40]=C=O)=O>ClCCl>[CH2:1]([O:8][N:9]1[C:21]2[C:20]3[CH:19]=[CH:18][CH:17]=[CH:16][C:15]=3[N:14]=[C:13]([NH2:40])[C:12]=2[N:11]=[C:10]1[CH2:22][CH2:23][CH3:24])[C:2]1[CH:7]=[CH:6][CH:5]=[CH:4][CH:3]=1. Procedure details: A solution of 1-(benzyloxy)-2-propyl-1H-imidazo[4,5-c]quinoline (2.6 g, 8.2 mmol) in dichloromethane (100 mL) was cooled to approximately 0° C., and 3-chloroperoxybenzoic acid (3.6 g of approximately 77% pure material, 16 mmol) was added over a period of several minutes. The reaction was stirred for ten minutes at 0° C., stirred for 90 minutes at room temperature, washed with saturated aqueous sodium bicarbonate (2×35 mL, containing 1 mL of 25% w/w aqueous sodium hydroxide), dried over potassium... Procedure: A solution of 1-{(R)-1-[9-((1R,2S,3R,4S)-4-amino-2,3-dihydroxy-cyclopentyl)-6-(2,2-diphenyl-ethylamino)-9H-purin-2-yl]-pyrrolidin-3-yl}-3-pyridin-3-yl-urea (Example 26 step 2) (17 mg, 26 μmol) in THF (1 ml) is treated with tert-butoxycarbonylamino-acetic acid 2,5-dioxo-pyrrolidin-1-yl ester (9 mg, 29 μmol) and stirred at room temperature overnight. The resulting solution is treated with 1.25 M HCl in EtOH (1 ml) and stirred at room temperature for 2 days. Purification by C-18 reverse phase colum... Yields the product Cl (HCl), Cl.NCC(=O)N[C@@H]1[C@H]([C@H]([C@@H](C1)N1C2=NC(=NC(=C2N=C1)NCC(C1=CC=CC=C1)C1=CC=CC=C1)N1C[C@@H](CC1)NC(=O)NC=1C=NC=CC1)O)O (2-Amino-N-((1S,2R,3S,4R)-4-{6-(2,2-diphenyl-ethylamino)-2-[(R)-3-(3-pyridin-3-yl-ureido)-pyrrolidin-1-yl]-purin-9-yl}-2,3-dihydroxy-cyclopentyl)-acetamide hydrochloride). The solvent is C1CCOC1 (THF), CCO (EtOH). RXN SMILES: [NH2:1][C@H:2]1[CH2:6][C@@H:5]([N:7]2[CH:15]=[N:14][C:13]3[C:8]2=[N:9][C:10]([N:31]2[CH2:35][CH2:34][C@@H:33]([NH:36][C:37]([NH:39][C:40]4[CH:41]=[N:42][CH:43]=[CH:44][CH:45]=4)=[O:38])[CH2:32]2)=[N:11][C:12]=3[NH:16][CH2:17][CH:18]([C:25]2[CH:30]=[CH:29][CH:28]=[CH:27][CH:26]=2)[C:19]2[CH:24]=[CH:23][CH:22]=[CH:21][CH:20]=2)[C@H:4]([OH:46])[C@@H:3]1[OH:47].O=C1CCC(=O)N1[O:55][C:56](=O)[CH2:57][NH:58]C(OC(C)(C)C)=O.[ClH:67]>C1COCC1.CCO>[ClH:67].[ClH:67].[NH2:58][CH2:57][C:56]([NH:1][C@H:2]1[CH2:6][C@@H:5]([N:7]2[CH:15]=[N:14][C:13]3[C:8]2=[N:9][C:10]([N:31]2[CH2:35][CH2:34][C@@H:33]([NH:36][C:37]([NH:39][C:40]4[CH:41]=[N:42][CH:43]=[CH:44][CH:45]=4)=[O:38])[CH2:32]2)=[N:11][C:12]=3[NH:16][CH2:17][CH:18]([C:19]2[CH:24]=[CH:23][CH:22]=[CH:21][CH:20]=2)[C:25]2[CH:26]=[CH:27][CH:28]=[CH:29][CH:30]=2)[C@H:4]([OH:46])[C@@H:3]1[OH:47])=[O:55] |f:6.7|. Reactants: N[C@@H]1[C@H]([C@H]([C@@H](C1)N1C2=NC(=NC(=C2N=C1)NCC(C1=CC=CC=C1)C1=CC=CC=C1)N1C[C@@H](CC1)NC(=O)NC=1C=NC=CC1)O)O (1-{(R)-1-[9-((1R,2S,3R,4S)-4-amino-2,3-dihydroxy-cyclopentyl)-6-(2,2-diphenyl-ethylamino)-9H-purin-2-yl]-pyrrolidin-3-yl}-3-pyridin-3-yl-urea), O=C1N(C(CC1)=O)OC(CNC(=O)OC(C)(C)C)=O (tert-butoxycarbonylamino-acetic acid 2,5-dioxo-pyrrolidin-1-yl ester), Cl (HCl). Reaction conditions: time 8 hour. Conditions: time 2 hour. As a reaction SMILES: B(F)(F)[F:2].N[C:6]1[CH:7]=[CH:8][CH:9]=[C:10]2[C:15]=1[CH:14]=[C:13]([Br:16])[CH:12]=[CH:11]2.C(ON=O)(C)(C)C>C1COCC1.C(COC)OC>[Br:16][C:13]1[CH:12]=[CH:11][C:10]2[C:15](=[C:6]([F:2])[CH:7]=[CH:8][CH:9]=2)[CH:14]=1. Yields the product BrC1=CC2=C(C=CC=C2C=C1)F (2-Bromo-8-fluoro-naphthalene). Yield: 59.0%. The reactants are C(C)(C)(C)ON=O (tert-butylnitrite), B(F)(F)F (BF3), NC=1C=CC=C2C=CC(=CC12)Br (8-amino-2-bromo-naphthalene). The solvent is C(OC)COC (dimethoxyethane), C1CCOC1 (THF), C(OC)COC (dimethoxyethane), C(OC)COC (dimethoxyethane). Procedure details: To a solution of BF3-etherate (0.86 ml, 1.25 M in THF, 6.5 mmol) in 12 ml dimethoxyethane was added at −5° C. a solution of 8-amino-2-bromo-naphthalene (1.20 g, 5.4 mmol) in dimethoxyethane (12 ml) over a periode of 35 min. After 1 hour a solution of tert-butylnitrite (0.62 ml, 5.4 mmol) in dimethoxyethane (24 ml) was added and the mixture was stirred for two hours at r.t. and the solvent was removed under reduced pressure. Chlorbenzene (120 ml) was added and the reaction mixture was refluxed fo... Reactants: C([O-])([O-])=O.[K+].[K+] (Potassium carbonate), C(CCCCC)Br (hexyl bromide), S.[Na] (Sodium hydrogen sulfide), ClC=1C(=NSN1)C=1C=NC=CC1 (3-(4-chloro-1,2,5-thiadiazol-3-yl)pyridine). Solvent: CN(C)C=O (DMF), O (Water). Run at time 30 minute. Yields the product C(CCCCC)SC=1C(=NSN1)C=1C=NC=CC1 (3-(4-hexylthio-1,2,5-thiadiazol-3-yl)pyridine). Reaction SMILES: [SH2:1].[Na].Cl[C:4]1[C:5]([C:9]2[CH:10]=[N:11][CH:12]=[CH:13][CH:14]=2)=[N:6][S:7][N:8]=1.C(=O)([O-])[O-].[K+].[K+].[CH2:21](Br)[CH2:22][CH2:23][CH2:24][CH2:25][CH3:26]>CN(C=O)C.O>[CH2:21]([S:1][C:4]1[C:5]([C:9]2[CH:10]=[N:11][CH:12]=[CH:13][CH:14]=2)=[N:6][S:7][N:8]=1)[CH2:22][CH2:23][CH2:24][CH2:25][CH3:26] |f:0.1,3.4.5,^1:1|. Procedure: Sodium hydrogen sulfide (0.25 g, 3.3 mmol) was added to a solution of 3-(4-chloro-1,2,5-thiadiazol-3-yl)pyridine (0.59 g, 3 mmol) in DMF (20 ml) at room temperature and the reaction mixture was stirred for 30 min. Potassium carbonate (1.24 g, 9 mmol) and hexyl bromide (0.63 ml, 4.5 mmol) were added and the reaction mixture was stirred for additionally 10 min. Water (50 ml) was added and extracted with ether. The combined ether phases were dried and evaporated to give the title compound. The reactants are CC(C)(C)O, CCOCC, CS(=O)(=O)OCCCOc1ccc2ccccc2c1, CCCCCC, CCOC(C)=O, [Cs+], [F-]. Yields the product FCCCOc1ccc2ccccc2c1. As a reaction SMILES: [C:22]([OH:23])([CH3:24])([CH3:25])[CH3:26].[CH2:27]([O:28][CH2:29][CH3:30])[CH3:31].[CH3:1][S:2]([O:3][CH2:6][CH2:7][CH2:8][O:9][c:10]1[cH:11][c:12]2[cH:13][cH:14][cH:15][cH:16][c:17]2[cH:18][cH:19]1)(=[O:4])=[O:5].[CH3:32][CH2:33][CH2:34][CH2:35][CH2:36][CH3:37].[CH3:38][CH2:39][O:40][C:41](=[O:42])[CH3:43].[Cs+:21].[F-:20]>>[CH2:6]([CH2:7][CH2:8][O:9][c:10]1[cH:11][c:12]2[cH:13][cH:14][cH:15][cH:16][c:17]2[cH:18][cH:19]1)[F:20].